From a dataset of the Open Reaction Database (ORD), a public repository of structured organic reaction records. describe an organic reaction: reactants, conditions, products, and yield Starting materials: ClC1=NOC2=C1C=CC=C2 (3-chloro-1,2-benzisoxazole), CNCCN1CCOCC1 (N-methyl-N-[2-(4-morpholinyl)ethyl]-amine). Run at temperature 140 celsius. The product is CN(C1=NOC2=C1C=CC=C2)CCN2CCOCC2 (N-methyl-N-[2-(4-morpholinyl)ethyl]-1,2-benzisoxazol-3-amine). The yield is 23.5%. Reaction SMILES: Cl[C:2]1[C:6]2[CH:7]=[CH:8][CH:9]=[CH:10][C:5]=2[O:4][N:3]=1.[CH3:11][NH:12][CH2:13][CH2:14][N:15]1[CH2:20][CH2:19][O:18][CH2:17][CH2:16]1>>[CH3:11][N:12]([CH2:13][CH2:14][N:15]1[CH2:20][CH2:19][O:18][CH2:17][CH2:16]1)[C:2]1[C:6]2[CH:7]=[CH:8][CH:9]=[CH:10][C:5]=2[O:4][N:3]=1. Reported procedure: To a sealed tube was added 3-chloro-1,2-benzisoxazole (3.0 g) and N-methyl-N-[2-(4-morpholinyl)ethyl]-amine (12.7 g). The reaction was heated to 140° C. over 72 hours and then cooled to room temperature. The residue was partitioned between EtOAc and water, extracted again with EtOAc, and the organic phase was dried over MgSO4 and concentrated in vacuo. Flash column chromatography (silica gel) eluting with 1-3% MeOH/DCM provided the product (1.2 g), as an oil. The reactants are C([O-])(O)=O.[Na+] (sodium bicarbonate), C (charcoal), NC1=NC(=NC(=C1)Cl)OC (4-amino-6-chloro-2-methoxypyrimidine), ClCC=O (chloroacetaldehyde). The solvent is O (water), C1=CC=CC=C1 (benzene). Run at temperature 80 celsius. Yields the product ClC1=CC=2N(C(=N1)OC)C=CN2 (7-chloro-5-methoxyimidazo[1,2-c]pyrimidine). RXN SMILES: [NH2:1][C:2]1[CH:7]=[C:6]([Cl:8])[N:5]=[C:4]([O:9][CH3:10])[N:3]=1.Cl[CH2:12][CH:13]=O.C(=O)(O)[O-].[Na+].C>O.C1C=CC=CC=1>[Cl:8][C:6]1[N:5]=[C:4]([O:9][CH3:10])[N:3]2[CH:12]=[CH:13][N:1]=[C:2]2[CH:7]=1 |f:2.3|. Procedure details: A mixture of 1.7 g (0.011 mole) of 4-amino-6-chloro-2-methoxypyrimidine and 3.0 g (0.015 mole) of 50% aqueous chloroacetaldehyde in 20 ml of water was heated at 80° C. for one hour, and was then cooled in an ice bath with concomitant neutralization with sodium bicarbonate. The mixture was extracted with three 50 ml portions of chloroform which were then dried over magnesium sulfate and evaporated. The residue obtained was dissolved in boiling benzene, treated with decolorizing charcoal, and filt... Reactants: COC1=C(C=C(C=C1)C)B(O)O (2-methoxy-5-methylphenyl boronic acid), [N+](=O)([O-])C=1C=C(C=CC1)I (3-nitro-iodobenzen), C(=O)([O-])[O-].[K+].[K+] (K2CO3). The reagents and catalysts are C(C)(=O)[O-].[Pd+2].C(C)(=O)[O-] (palladium(II)acetate). The solvent is CO (methanol), O (water), C(C)(=O)OCC (ethyl acetate). Conditions: time 8 hour. Yields the product COC1=C(C=C(C=C1)C)C1=CC(=CC=C1)[N+](=O)[O-] (2-Methoxy-5-methyl-3′-nitro-biphenyl). RXN SMILES: [CH3:1][O:2][C:3]1[CH:8]=[CH:7][C:6]([CH3:9])=[CH:5][C:4]=1B(O)O.[N+:13]([C:16]1[CH:17]=[C:18](I)[CH:19]=[CH:20][CH:21]=1)([O-:15])=[O:14].C([O-])([O-])=O.[K+].[K+]>CO.O.C(OCC)(=O)C.C([O-])(=O)C.[Pd+2].C([O-])(=O)C>[CH3:1][O:2][C:3]1[CH:8]=[CH:7][C:6]([CH3:9])=[CH:5][C:4]=1[C:20]1[CH:19]=[CH:18][CH:17]=[C:16]([N+:13]([O-:15])=[O:14])[CH:21]=1 |f:2.3.4,8.9.10|. Reported procedure: A reaction mixture of 2-methoxy-5-methylphenyl boronic acid (1.65 g, 10 mmol), 3-nitro-iodobenzen (2.49 g, 10 mmol), K2CO3 (2.76 g, 20 mmol), palladium(II)acetate (112 mg, 0.5 mmol) in methanol (75 ml) and water (15 ml) was stirred at rt overnight. The reaction mixture was diluted with ethyl acetate (300 ml) washed with diluted Na2S2O7 aq., water, brine, and dried over Na2SO4. After removal of solvent, 2.5 g (100%) of I-69 was obtained. Reactants: O1C(=CC2=C1C=CC=C2)C(=O)NC2(CCCCC2)C(=O)NC2C(CN(CC2)C2=C(C=CC=C2)C=O)O (4-[N-[1-[N-(benzofuran-2-ylcarbonyl)amino]cyclohexanecarbonyl]amino]-1-(2-formylphenyl)piperidin-3-ol), ClC1=CC(=CC=C1)C(=O)OO (m-chloroperbenzoic acid). The solvent is C(Cl)(Cl)Cl (chloroform). Run at time 2 hour. Product: O1C(=CC2=C1C=CC=C2)C(=O)NC2(CCCCC2)C(=O)NC2C(CN(CC2)C2=C(C=CC=C2)O)O (4-[N-[1-[N-(benzofuran-2-ylcarbonyl)amino]cyclohexanecarbonyl]amino]-1-(2-hydroxyphenyl)piperidin-3-ol). The yield is 74.8%. RXN SMILES: [O:1]1[C:5]2[CH:6]=[CH:7][CH:8]=[CH:9][C:4]=2[CH:3]=[C:2]1[C:10]([NH:12][C:13]1([C:19]([NH:21][CH:22]2[CH2:27][CH2:26][N:25]([C:28]3[CH:33]=[CH:32][CH:31]=[CH:30][C:29]=3C=O)[CH2:24][CH:23]2[OH:36])=[O:20])[CH2:18][CH2:17][CH2:16][CH2:15][CH2:14]1)=[O:11].ClC1C=CC=C(C(OO)=[O:45])C=1>C(Cl)(Cl)Cl>[O:1]1[C:5]2[CH:6]=[CH:7][CH:8]=[CH:9][C:4]=2[CH:3]=[C:2]1[C:10]([NH:12][C:13]1([C:19]([NH:21][CH:22]2[CH2:27][CH2:26][N:25]([C:28]3[CH:33]=[CH:32][CH:31]=[CH:30][C:29]=3[OH:45])[CH2:24][CH:23]2[OH:36])=[O:20])[CH2:14][CH2:15][CH2:16][CH2:17][CH2:18]1)=[O:11]. Procedure details: To the solution of 4-[N-[1-[N-(benzofuran-2-ylcarbonyl)amino]cyclohexanecarbonyl]amino]-1-(2-formylphenyl)piperidin-3-ol (1.38 g, 2.8 mmol) obtained in Step 1 of Example 61 in 50 ml of chloroform, was added 486 mg of m-chloroperbenzoic acid (5.6 mmol). The reaction mixture was stirred for about 2 hours at room temperature. The resulting organic layer was washed with the solutions of sulfurous acid and sodium bicarbonate, dried on sodium sulfate. The resulting ester residue was dissolved in 100 m... Reactants: Cl.NC1=C(C=CC=C1)C(CCCCl)=O (1-(2-aminophenyl)-4-chlorobutan-1-one hydrochloride), N(=O)[O-].[Na+] (sodium nitrite). Solvent: Cl (hydrochloric acid), O (water). Product: ClCCC1=NNC2=CC=CC=C2C1=O (3-(2-Chloroethyl)-4-oxo-(1H)-cinnoline). Reaction SMILES: Cl.[NH2:2][C:3]1[CH:8]=[CH:7][CH:6]=[CH:5][C:4]=1[C:9](=[O:14])[CH2:10][CH2:11][CH2:12][Cl:13].[N:15]([O-])=O.[Na+]>Cl.O>[Cl:13][CH2:12][CH2:11][C:10]1[C:9](=[O:14])[C:4]2[C:3](=[CH:8][CH:7]=[CH:6][CH:5]=2)[NH:2][N:15]=1 |f:0.1,2.3|. Reported procedure: A solution of 1-(2-aminophenyl)-4-chlorobutan-1-one hydrochloride (b 11.3 g, 0.0427 mol) in concentrated hydrochloric acid (1200 ml) was cooled down to 0° with stirring. Then sodium nitrite (3.54 g, 0.051mol) in water (25 ml) was added dropwise. On completion of the addition, the reaction mixture was allowed to warm to room temperature and stirred overnight. The solution was evaporated under reduced pressure to dryness. The solid obtained was washed with a solution of sodium acetate and collecte...